Dataset: the Open Reaction Database (ORD), a public repository of structured organic reaction records. Task: describe an organic reaction: reactants, conditions, products, and yield Starting materials: CC(=O)O.Br (AcOH HBr), C(C1=CC=CC=C1)OC=1C=2N(C=C(C1)Cl)N=CC2C(=O)OC (Methyl 4-(benzyloxy)-6-chloropyrazolo[1,5-a]pyridine-3-carboxylate), [OH-].[Na+] (NaOH). Run in Br (HBr). Reaction conditions: temperature 100 celsius, time 8 hour. Yields the product ClC=1C=C(C=2N(C1)N=CC2)O (6-chloropyrazolo[1,5-a]pyridin-4-ol). RXN SMILES: C([O:8][C:9]1[C:10]2[N:11]([N:16]=[CH:17][C:18]=2C(OC)=O)[CH:12]=[C:13]([Cl:15])[CH:14]=1)C1C=CC=CC=1.CC(O)=O.Br.[OH-].[Na+]>Br>[Cl:15][C:13]1[CH:14]=[C:9]([OH:8])[C:10]2[N:11]([N:16]=[CH:17][CH:18]=2)[CH:12]=1 |f:1.2,3.4|. Reported procedure: Methyl 4-(benzyloxy)-6-chloropyrazolo[1,5-a]pyridine-3-carboxylate (152 mg, 0.480 mmol) was dissolved in HBr (48%, 2.0 mL) and the reaction was heated to 100° C. for 1.5 h. AcOH/HBr (1.0 mL) was added and the reaction was stirred overnight. The mixture was cooled to 0° C. and neutralized with 1M NaOH. The aqueous layer was extracted with dichloromethane (3×) and the combined organics were washed with brine, dried (MgSO4), filtered and concentrated to afford 6-chloropyrazolo[1,5-a]pyridin-4-ol. The reactants are C(C)S(=O)(=O)C1=NNC2=CC=CC=C12 (3-(ethylsulfonyl)-1H-indazole), ClC1=CC2=C(N(C(=N2)CCl)CCCS(=O)(=O)C)C=C1 (5-chloro-2-(chloromethyl)-1-(3-(methylsulfonyl)propyl)-1H-benzo[d]imidazole), ClC1=CC2=C(N(C(=N2)CCl)CCCS(=O)(=O)C)C=C1 (5-chloro-2-(chloromethyl)-1-(3-(methylsulfonyl)propyl)-1H-benzo[d]imidazole). The product is ClC1=CC2=C(N(C(=N2)CN2N=C(C3=CC=CC=C23)S(=O)(=O)CC)CCCS(=O)(=O)C)C=C1 (1-({5-Chloro-1-[3-(methylsulfonyl)propyl]-1H-benzimidazol-2-yl}methyl)-3-(ethylsulfonyl)-1H-indazole). As a reaction SMILES: [CH2:1]([S:3]([C:6]1[C:14]2[C:9](=[CH:10][CH:11]=[CH:12][CH:13]=2)[NH:8][N:7]=1)(=[O:5])=[O:4])[CH3:2].[Cl:15][C:16]1[CH:33]=[CH:32][C:19]2[N:20]([CH2:25][CH2:26][CH2:27][S:28]([CH3:31])(=[O:30])=[O:29])[C:21]([CH2:23]Cl)=[N:22][C:18]=2[CH:17]=1>>[Cl:15][C:16]1[CH:33]=[CH:32][C:19]2[N:20]([CH2:25][CH2:26][CH2:27][S:28]([CH3:31])(=[O:29])=[O:30])[C:21]([CH2:23][N:8]3[C:9]4[C:14](=[CH:13][CH:12]=[CH:11][CH:10]=4)[C:6]([S:3]([CH2:1][CH3:2])(=[O:5])=[O:4])=[N:7]3)=[N:22][C:18]=2[CH:17]=1. Procedure: The title compound was prepared in analogy to Example 1-2 by using 3-(ethylsulfonyl)-1H-indazole and 5-chloro-2-(chloromethyl)-1-(3-(methylsulfonyl)propyl)-1H-benzo[d]imidazole instead of 3-(methylsulfonyl)-1H-indole and 5-chloro-2-(chloromethyl)-1-(3-(methylsulfonyl)propyl)-1H-benzo[d]imidazole. Reactants: CC(C)(C)c1ccc(N)cc1, Clc1nc(CN2CCOCC2)nc2c1CCN(Cc1ccccc1)C2, CC#N. Product: CC(C)(C)c1ccc(Nc2nc(CN3CCOCC3)nc3c2CCN(Cc2ccccc2)C3)cc1. As a reaction SMILES: [C:26]([CH3:27])([CH3:28])([CH3:29])[c:30]1[cH:31][cH:32][c:33]([NH2:34])[cH:35][cH:36]1.[CH2:1]([c:2]1[cH:3][cH:4][cH:5][cH:6][cH:7]1)[N:8]1[CH2:9][c:10]2[n:11][c:12]([CH2:19][N:20]3[CH2:21][CH2:22][O:23][CH2:24][CH2:25]3)[n:13][c:14]([Cl:18])[c:15]2[CH2:16][CH2:17]1.[CH3:37][C:38]#[N:39]>>[CH2:1]([c:2]1[cH:3][cH:4][cH:5][cH:6][cH:7]1)[N:8]1[CH2:9][c:10]2[n:11][c:12]([CH2:19][N:20]3[CH2:21][CH2:22][O:23][CH2:24][CH2:25]3)[n:13][c:14]([NH:34][c:33]3[cH:32][cH:31][c:30]([C:26]([CH3:27])([CH3:28])[CH3:29])[cH:36][cH:35]3)[c:15]2[CH2:16][CH2:17]1. Reactants: COCCO, CCO, Nc1nc(N)c2c(Cl)c([N+](=O)[O-])ccc2n1. Yields the product Nc1nc(N)c2c(Cl)c(N)ccc2n1. RXN SMILES: [CH3:17][O:18][CH2:19][CH2:20][OH:21].[CH3:22][CH2:23][OH:24].[NH2:1][c:2]1[n:3][c:4]2[cH:5][cH:6][c:7]([N+:14]([O-:15])=[O:16])[c:8]([Cl:13])[c:9]2[c:10]([NH2:12])[n:11]1>>[NH2:1][c:2]1[n:3][c:4]2[cH:5][cH:6][c:7]([NH2:14])[c:8]([Cl:13])[c:9]2[c:10]([NH2:12])[n:11]1.